This data is from the Open Reaction Database (ORD), a public repository of structured organic reaction records. The task is: describe an organic reaction: reactants, conditions, products, and yield Starting materials: OC1=C(C=O)C=C(C(=C1)OC)C=1SC=CC1 (2-hydroxy-4-methoxy-5-thien-2-ylbenzaldehyde), C([O-])([O-])=O.[K+].[K+] (potassium carbonate), [Si](C)(C)(C(C)(C)C)OCC(COS(=O)(=O)C)CO[Si](C)(C)C(C)(C)C (Methanesulfonic acid 3-(tert-butyldimethylsilanyloxy)-2-(tert-butyldimethylsilanyloxymethyl)propyl ester). The solvent is CN(C=O)C (N,N-dimethylformamide), O (water). Conditions: temperature 80 celsius, time 1 hour. Product: ethyl acetate hexanes, [Si](C)(C)(C(C)(C)C)OCC(COC1=C(C=O)C=C(C(=C1)OC)C=1SC=CC1)CO[Si](C)(C)C(C)(C)C (2-[3-(tert-butyldimethylsilanyloxy)-2-(tert-butyldimethylsilanyloxymethyl)propoxy]-4-methoxy-5-thien-2-ylbenzaldehyde). The yield is 329.3%. Reaction SMILES: [OH:1][C:2]1[CH:9]=[C:8]([O:10][CH3:11])[C:7]([C:12]2[S:13][CH:14]=[CH:15][CH:16]=2)=[CH:6][C:3]=1[CH:4]=[O:5].C(=O)([O-])[O-].[K+].[K+].[Si:23]([O:30][CH2:31][CH:32]([CH2:39][O:40][Si:41]([C:44]([CH3:47])([CH3:46])[CH3:45])([CH3:43])[CH3:42])[CH2:33]OS(C)(=O)=O)([C:26]([CH3:29])([CH3:28])[CH3:27])([CH3:25])[CH3:24]>CN(C)C=O.O>[Si:23]([O:30][CH2:31][CH:32]([CH2:39][O:40][Si:41]([C:44]([CH3:45])([CH3:47])[CH3:46])([CH3:42])[CH3:43])[CH2:33][O:1][C:2]1[CH:9]=[C:8]([O:10][CH3:11])[C:7]([C:12]2[S:13][CH:14]=[CH:15][CH:16]=2)=[CH:6][C:3]=1[CH:4]=[O:5])([C:26]([CH3:29])([CH3:28])[CH3:27])([CH3:25])[CH3:24] |f:1.2.3|. Reported procedure: Ex-13D: To a solution of 2-hydroxy-4-methoxy-5-thien-2-ylbenzaldehyde (Ex-13C, 0.10 g, 0.43 mmol) in N,N-dimethylformamide (3 mL) was added potassium carbonate (0.18 g, 1.3 mmol) and the resulting yellow slurry was heated to 80° C. Methanesulfonic acid 3-(tert-butyldimethylsilanyloxy)-2-(tert-butyldimethylsilanyloxymethyl)propyl ester (Ex-13A, 0.24 g, 1.3 mmol) was then added dropwise in three equal portions with stirring at 1 h intervals. After the last addition, the reaction was stirred for an...